Dataset: the Open Reaction Database (ORD), a public repository of structured organic reaction records. Task: describe an organic reaction: reactants, conditions, products, and yield Reactants: CO, N#CC1(c2ccc(N3CC(CN=[N+]=[N-])OC3=O)cc2F)CC1. Yields the product N#CC1(c2ccc(N3CC(CN)OC3=O)cc2F)CC1. As a reaction SMILES: [CH3:23][OH:24].[N:1](=[N+:2]=[N-:3])[CH2:4][CH:5]1[CH2:6][N:7]([c:11]2[cH:12][c:13]([F:22])[c:14]([C:17]3([C:20]#[N:21])[CH2:18][CH2:19]3)[cH:15][cH:16]2)[C:8](=[O:10])[O:9]1>>[NH2:1][CH2:4][CH:5]1[CH2:6][N:7]([c:11]2[cH:12][c:13]([F:22])[c:14]([C:17]3([C:20]#[N:21])[CH2:18][CH2:19]3)[cH:15][cH:16]2)[C:8](=[O:10])[O:9]1.